Dataset: the Open Reaction Database (ORD), a public repository of structured organic reaction records. Task: describe an organic reaction: reactants, conditions, products, and yield The reactants are CC1=CC(=NC(=N1)C)N, C1=CN=C(C=C1Cl)Cl. Reagents/catalysts: C(=O)([O-])[O-].[Cs+].[Cs+], CC1(C2=C(C(=CC=C2)P(C3=CC=CC=C3)C4=CC=CC=C4)OC5=C1C=CC=C5P(C6=CC=CC=C6)C7=CC=CC=C7)C, CC(=O)O.CC(=O)O.[Pd]. The solvent is C1COCCO1. Reaction conditions: temperature 100 celsius. The product is CC1=CC(=NC(=N1)C)NC2=NC=CC(=C2)Cl. The yield is 61.2%. Reported procedure: Palladium(II) acetate (0.607 g, 2.70 mmol) was added to 2,4-dichloropyridine (5.00 g, 33.79 mmol), 2,6-dimethylpyrimidin-4-amine (4.16 g, 33.79 mmol), 9,9-Dimethyl-4,5-bis(diphenylphosphino)xanthene (2.346 g, 4.05 mmol) and Cesium carbonate (22.02 g, 67.57 mmol) in dioxane (150 mL) at 20ºC under nitrogen. The resulting suspension was stirred at 100 °C for 90 minutes. Complete reaction by LCMS, cooled to room temperature. The reaction mixture was then filtered, washed with DCM and filtrate concen... The reactants are FC1=C(N)C=CC(=C1)S(=O)C(C(F)F)(F)F (2-fluoro-4-(1,1,2,2-tetrafluoroethylsulfinyl)aniline), FC1=C(C(=O)N=C=O)C(=CC=C1)Cl (2-fluoro-6-chlorobenzoyl isocyanate). Solvent: C1(=CC=CC=C1)C (toluene). Yields the product FC1=C(C(=O)NC(=O)NC2=C(C=C(C=C2)S(=O)C(C(F)F)(F)F)F)C(=CC=C1)Cl (N-(2-fluoro-6-chlorobenzoyl)-N'-[2-fluoro-4-(1,1,2,2-tetrafluoroethylsulfinyl)phenyl]urea). The yield is 87.0%. As a reaction SMILES: [F:1][C:2]1[CH:8]=[C:7]([S:9]([C:11]([F:16])([F:15])[CH:12]([F:14])[F:13])=[O:10])[CH:6]=[CH:5][C:3]=1[NH2:4].[F:17][C:18]1[CH:28]=[CH:27][CH:26]=[C:25]([Cl:29])[C:19]=1[C:20]([N:22]=[C:23]=[O:24])=[O:21]>C1(C)C=CC=CC=1>[F:17][C:18]1[CH:28]=[CH:27][CH:26]=[C:25]([Cl:29])[C:19]=1[C:20]([NH:22][C:23]([NH:4][C:3]1[CH:5]=[CH:6][C:7]([S:9]([C:11]([F:16])([F:15])[CH:12]([F:13])[F:14])=[O:10])=[CH:8][C:2]=1[F:1])=[O:24])=[O:21]. Procedure details: To a solution of 0.7 g of 2-fluoro-4-(1,1,2,2-tetrafluoroethylsulfinyl)aniline in 15 ml of toluene was added 0.5 g of 2-fluoro-6-chlorobenzoyl isocyanate. After the reaction was allowed to proceed at room temperature (20° to 25° C.) for 30 minutes, the crystals which separated out were recovered by filtration and washed with toluene to give 1.0 g of N-(2-fluoro-6-chlorobenzoyl)-N'-[2-fluoro-4-(1,1,2,2-tetrafluoroethylsulfinyl)phenyl]urea (Compound No. 31), m.p. of 213°-216° C. The reactants are C1(=CC=CC=C1)OC (anisole), FC(C(=O)O)(F)F (trifluoroacetic acid), ClC1=C(C=C(C=C1N1CCC(CC1)N(C1CN(C(C1)=O)C)C)C#N)NC1=NN2C(C(=N1)N(CC1=CC=C(C=C1)OC)C1CC1)=NC=C2C#N (2-((2-chloro-5-cyano-3-(4-(methyl(1-methyl-5-oxopyrrolidin-3-yl)amino)piperidin-1-yl)phenyl)amino)-4-(cyclopropyl(4-methoxybenzyl)amino)imidazo[2,1-f][1,2,4]triazine-7-carbonitrile). Run in ClCCl (dichloromethane). Conditions: time 20 minute. Yields the product ClC1=C(C=C(C=C1N1CCC(CC1)N(C1CN(C(C1)=O)C)C)C#N)NC1=NN2C(C(=N1)NC1CC1)=NC=C2C#N (2-((2-Chloro-5-cyano-3-(4-(methyl(1-methyl-5-oxopyrrolidin-3-yl)amino)piperidin-1-yl)phenyl)amino)-4-(cyclopropylamino)imidazo[2,1-f][1,2,4]triazine-7-carbonitrile). The yield is 15.2%. Reaction SMILES: [Cl:1][C:2]1[C:7]([N:8]2[CH2:13][CH2:12][CH:11]([N:14]([CH3:22])[CH:15]3[CH2:19][C:18](=[O:20])[N:17]([CH3:21])[CH2:16]3)[CH2:10][CH2:9]2)=[CH:6][C:5]([C:23]#[N:24])=[CH:4][C:3]=1[NH:25][C:26]1[N:31]=[C:30]([N:32]([CH:42]2[CH2:44][CH2:43]2)CC2C=CC(OC)=CC=2)[C:29]2=[N:45][CH:46]=[C:47]([C:48]#[N:49])[N:28]2[N:27]=1.C1(OC)C=CC=CC=1.FC(F)(F)C(O)=O>ClCCl>[Cl:1][C:2]1[C:7]([N:8]2[CH2:9][CH2:10][CH:11]([N:14]([CH3:22])[CH:15]3[CH2:19][C:18](=[O:20])[N:17]([CH3:21])[CH2:16]3)[CH2:12][CH2:13]2)=[CH:6][C:5]([C:23]#[N:24])=[CH:4][C:3]=1[NH:25][C:26]1[N:31]=[C:30]([NH:32][CH:42]2[CH2:44][CH2:43]2)[C:29]2=[N:45][CH:46]=[C:47]([C:48]#[N:49])[N:28]2[N:27]=1. Reported procedure: To a round bottom flask charged with 2-((2-chloro-5-cyano-3-(4-(methyl(1-methyl-5-oxopyrrolidin-3-yl)amino)piperidin-1-yl)phenyl)amino)-4-(cyclopropyl(4-methoxybenzyl)amino)imidazo[2,1-f][1,2,4]triazine-7-carbonitrile (36.1 mg, 0.053 mmol) in dichloromethane (265 μl) was added anisole (28.9 μl, 0.265 mmol) and trifluoroacetic acid (204 μl, 2.65 mmol). The reaction mixture was stirred at room temperature ON. Excess TFA was removed by concentration in vacuo. The crude material was purified via pre... Reactants: C1CCOC1, CSCCCO, CC(C)OC(=O)N=NC(=O)OC(C)C, O=C1c2ccccc2C(=O)N1O, c1ccc(P(c2ccccc2)c2ccccc2)cc1. Product: CSCCCON1C(=O)c2ccccc2C1=O. As a reaction SMILES: [CH2:52]1[O:53][CH2:54][CH2:55][CH2:56]1.[CH3:1][S:2][CH2:3][CH2:4][CH2:5][OH:6].[O:38]=[C:39]([O:40][CH:41]([CH3:42])[CH3:43])[N:44]=[N:45][C:46]([O:47][CH:48]([CH3:49])[CH3:50])=[O:51].[OH:26][N:27]1[C:28](=[O:37])[c:29]2[c:30]([cH:33][cH:34][cH:35][cH:36]2)[C:31]1=[O:32].[c:7]1([P:8]([c:9]2[cH:10][cH:11][cH:12][cH:13][cH:14]2)[c:15]2[cH:16][cH:17][cH:18][cH:19][cH:20]2)[cH:21][cH:22][cH:23][cH:24][cH:25]1>>[CH3:1][S:2][CH2:3][CH2:4][CH2:5][O:6][N:27]1[C:28](=[O:37])[c:29]2[c:30]([cH:33][cH:34][cH:35][cH:36]2)[C:31]1=[O:32]. Starting materials: Cc1csc2c(NC(C)(C)C)nc(Cl)nc12, C=CCN, O. Yields the product C=CCNc1nc(NC(C)(C)C)c2scc(C)c2n1. Reaction SMILES: [C:5]([CH3:6])([CH3:7])([CH3:8])[NH:9][c:10]1[c:11]2[c:12]([n:13][c:14]([Cl:16])[n:15]1)[c:17]([CH3:20])[cH:18][s:19]2.[CH2:1]([CH:2]=[CH2:3])[NH2:4].[OH2:21]>>[CH2:1]([CH:2]=[CH2:3])[NH:4][c:14]1[n:13][c:12]2[c:11]([c:10]([NH:9][C:5]([CH3:6])([CH3:7])[CH3:8])[n:15]1)[s:19][cH:18][c:17]2[CH3:20]. The reactants are C[C@@H]1N([C@@H](CCC1)C)C1=NN=C2N1C=C(C=C2)O[C@@H]2CC[C@@H](C1=CC=CC=C21)N ((1S,4R)-4-[3-(cis-2,6-Dimethyl-piperidin-1-yl)-[1,2,4]triazolo[4,3-a]pyridin-6-yloxy]-1,2,3,4-tetrahydro-naphthalen-1-ylamine), CCN(C(C)C)C(C)C (DIPEA), ClC(COC(NC=1N(N=C(C1)C(C)(C)C)C1=CC(=CC=C1)OCCOC1OCCCC1)=O)(Cl)Cl ((5-tert-Butyl-2-{3-[2-(tetrahydro-pyran-2-yloxy)-ethoxy]-phenyl}-2H-pyrazol-3-yl)-carbamic acid 2,2,2-trichloro-ethyl ester). Solvent: O1CCOCC1 (1,4-dioxane). Reaction conditions: temperature 70 celsius. The product is C(C)(C)(C)C=1C=C(N(N1)C1=CC(=CC=C1)OCCOC1OCCCC1)NC(=O)N[C@H]1CC[C@H](C2=CC=CC=C12)OC=1C=CC=2N(C1)C(=NN2)N2[C@H](CCC[C@H]2C)C (1-(5-tert-Butyl-2-{3-[2-(tetrahydro-pyran-2-yloxy)-ethoxy]-phenyl}-2H-pyrazol-3-yl)-3-{(1S,4R)-4-[3-(cis-2,6-dimethyl-piperidin-1-yl)-[1,2,4]triazolo[4,3-a]pyridin-6-yloxy]-1,2,3,4-tetrahydro-naphthalen-1-yl}-urea). RXN SMILES: [CH3:1][C@H:2]1[CH2:7][CH2:6][CH2:5][C@@H:4]([CH3:8])[N:3]1[C:9]1[N:13]2[CH:14]=[C:15]([O:18][C@H:19]3[C:28]4[C:23](=[CH:24][CH:25]=[CH:26][CH:27]=4)[C@@H:22]([NH2:29])[CH2:21][CH2:20]3)[CH:16]=[CH:17][C:12]2=[N:11][N:10]=1.CCN(C(C)C)C(C)C.ClC(Cl)(Cl)C[O:42][C:43](=O)[NH:44][C:45]1[N:46]([C:54]2[CH:59]=[CH:58][CH:57]=[C:56]([O:60][CH2:61][CH2:62][O:63][CH:64]3[CH2:69][CH2:68][CH2:67][CH2:66][O:65]3)[CH:55]=2)[N:47]=[C:48]([C:50]([CH3:53])([CH3:52])[CH3:51])[CH:49]=1>O1CCOCC1>[C:50]([C:48]1[CH:49]=[C:45]([NH:44][C:43]([NH:29][C@@H:22]2[C:23]3[C:28](=[CH:27][CH:26]=[CH:25][CH:24]=3)[C@H:19]([O:18][C:15]3[CH:16]=[CH:17][C:12]4[N:13]([C:9]([N:3]5[C@H:2]([CH3:1])[CH2:7][CH2:6][CH2:5][C@@H:4]5[CH3:8])=[N:10][N:11]=4)[CH:14]=3)[CH2:20][CH2:21]2)=[O:42])[N:46]([C:54]2[CH:59]=[CH:58][CH:57]=[C:56]([O:60][CH2:61][CH2:62][O:63][CH:64]3[CH2:69][CH2:68][CH2:67][CH2:66][O:65]3)[CH:55]=2)[N:47]=1)([CH3:53])([CH3:51])[CH3:52]. Reported procedure: To a solution of Intermediate 96c (100 mg, 0.25 mmol) in 1,4-dioxane (3.00 mL) was added DIPEA (89.0 μL, 0.51 mmol) and Intermediate 39b (133 mg, 0.25 mmol). The reaction was heated to 70° C. overnight then cooled and partitioned between EtOAc and water. The aqueous layer was then extracted with EtOAc (3×). The combined organic layers were washed with brine, dried (MgSO4), filtered and evaporated in vacuo. The residue was purified by FCC using 0-8% MeOH in DCM to give the title compound. LCMS (M...